From a dataset of the Open Reaction Database (ORD), a public repository of structured organic reaction records. describe an organic reaction: reactants, conditions, products, and yield The reactants are CCOC(=O)OCC, Cc1ccccc1, N#CCc1ccc(Cl)c(Cl)c1, Cl, [H-], [Na+], O. Yields the product CCOC(=O)C(C#N)c1ccc(Cl)c(Cl)c1. Reaction SMILES: [C:1]([O:2][CH2:3][CH3:4])([O:5][CH2:6][CH3:7])=[O:8].[CH3:23][c:24]1[cH:25][cH:26][cH:27][cH:28][cH:29]1.[Cl:11][c:12]1[cH:13][c:14]([CH2:19][C:20]#[N:21])[cH:15][cH:16][c:17]1[Cl:18].[ClH:22].[H-:9].[Na+:10].[OH2:30]>>[C:1]([O:5][CH2:6][CH3:7])(=[O:8])[CH:19]([c:14]1[cH:13][c:12]([Cl:11])[c:17]([Cl:18])[cH:16][cH:15]1)[C:20]#[N:21]. The reactants are S(=O)(=O)(O)C1=CC=C(C=C1)NC(C=C)=O.[Na] (sodium N-(4-sulfophenyl)acrylamide), C([O-])([O-])=O.[Na+].[Na+] (sodium carbonate). The solvent is O (water). Procedure details: Solid sodium N-(4-sulfophenyl)acrylamide (250 mg; 1 mmol) and solid sodium carbonate (106 mg; 1 mmol) were added successively to a stirred solution of PAMAM 4.0 (EDA) (78 mg; 0.011 mmol) in water (4 ml). The resulting solution was stirred under nitrogen for four days and then freeze dried to give a fluffy white solid. The crude product was purified by gel filtration (Sephadex LH20; water to give PAMAM 4.0 (EDA) terminated with 64 sodium N-(4-sulfophenyl)propanamide groups (206 mg). 13C nmr showe... Run at time 4 day. As a reaction SMILES: [S:1]([C:5]1[CH:10]=[CH:9][C:8]([NH:11][C:12](=[O:15])[CH:13]=[CH2:14])=[CH:7][CH:6]=1)([OH:4])(=[O:3])=[O:2].[Na:16].C(=O)([O-])[O-].[Na+].[Na+]>O>[S:1]([C:5]1[CH:6]=[CH:7][C:8]([NH:11][C:12](=[O:15])[CH2:13][CH3:14])=[CH:9][CH:10]=1)([OH:4])(=[O:3])=[O:2].[Na:16] |f:0.1,2.3.4,6.7,^1:15,38|. Yields the product S(=O)(=O)(O)C1=CC=C(C=C1)NC(CC)=O.[Na] (Sodium N-(4-sulfophenyl)propanamide). Reaction SMILES: [Br:13][c:14]1[c:15]([CH2:32][Br:33])[c:16]2[c:17]([cH:18][n:19][nH:20][c:21]2=[O:22])[n:23]1[CH2:24][O:25][CH2:26][CH2:27][Si:28]([CH3:29])([CH3:30])[CH3:31].[CH:6]1([CH2:9][OH:10])[CH2:7][CH2:8]1.[H-:11].[Na+:12].[O:1]1[CH2:2][CH2:3][CH2:4][CH2:5]1.[OH2:34]>>[CH:6]1([CH2:9][O:10][CH2:32][c:15]2[c:14]([Br:13])[n:23]([CH2:24][O:25][CH2:26][CH2:27][Si:28]([CH3:29])([CH3:30])[CH3:31])[c:17]3[c:16]2[c:21](=[O:22])[nH:20][n:19][cH:18]3)[CH2:7][CH2:8]1. The reactants are C[Si](C)(C)CCOCn1c(Br)c(CBr)c2c(=O)[nH]ncc21, OCC1CC1, [H-], [Na+], C1CCOC1, O. Yields the product C[Si](C)(C)CCOCn1c(Br)c(COCC2CC2)c2c(=O)[nH]ncc21. The reactants are COC1=CC=C(CS[C@H]2C[C@H](N(C2)C(=O)OCC2=CC=C(C=C2)[N+](=O)[O-])C(=O)O)C=C1 ((2S,4S)-4-(4-methoxybenzylthio)-1-(4-nitrobenzyloxycarbonyl)-2-pyrrolidinecarboxylic acid), C(CN)N (ethylenediamine), [N+](=O)([O-])C1=CC=C(COC(=O)NC(C)=N)C=C1 (N-(4-nitrobenzyloxycarbonyl)acetamidine). Yields the product S[C@H]1C[C@H](N(C1)C(=O)OCC1=CC=C(C=C1)[N+](=O)[O-])C(NCCNC(C)=NC(=O)OCC1=CC=C(C=C1)[N+](=O)[O-])=O ((2S,4S)-4-Mercapto-2-(N-[2-(N-4-nitrobenzyloxycarbonylacetimidoyl)aminoethyl]carbamoyl)-1-(4-nitrobenzyloxycarbonyl)pyrrolidine). Yield: 27.6%. RXN SMILES: COC1C=CC(C[S:8][C@@H:9]2[CH2:13][N:12]([C:14]([O:16][CH2:17][C:18]3[CH:23]=[CH:22][C:21]([N+:24]([O-:26])=[O:25])=[CH:20][CH:19]=3)=[O:15])[C@H:11]([C:27]([OH:29])=O)[CH2:10]2)=CC=1.[CH2:32]([NH2:35])[CH2:33][NH2:34].[N+:36]([C:39]1[CH:52]=[CH:51][C:42]([CH2:43][O:44][C:45]([NH:47][C:48](=N)[CH3:49])=[O:46])=[CH:41][CH:40]=1)([O-:38])=[O:37]>>[SH:8][C@@H:9]1[CH2:13][N:12]([C:14]([O:16][CH2:17][C:18]2[CH:19]=[CH:20][C:21]([N+:24]([O-:26])=[O:25])=[CH:22][CH:23]=2)=[O:15])[C@H:11]([C:27](=[O:29])[NH:34][CH2:33][CH2:32][NH:35][C:48](=[N:47][C:45]([O:44][CH2:43][C:42]2[CH:51]=[CH:52][C:39]([N+:36]([O-:38])=[O:37])=[CH:40][CH:41]=2)=[O:46])[CH3:49])[CH2:10]1. Reported procedure: Following a procedure similar to that described in Preparation 17, but using 850 mg of (2S,4S)-4-(4-methoxybenzylthio)-1-(4-nitrobenzyloxycarbonyl)-2-pyrrolidinecarboxylic acid, 450 mg of ethylenediamine and 430 mg of N-(4-nitrobenzyloxycarbonyl)acetamidine, 295 mg of the title compound were obtained as a powder. The reactants are [Al+3], C=C1C(O[Si](C)(C)C(C)(C)C)CC(O)CC1O[Si](C)(C)C(C)(C)C, CC(C)[O-], CC(C)[O-], CC(C)[O-], Cc1ccccc1, O=C1CCCCC1. Yields the product C=C1C(O[Si](C)(C)C(C)(C)C)CC(=O)CC1O[Si](C)(C)C(C)(C)C. RXN SMILES: [Al+3:29].[C:1]([CH3:2])([CH3:3])([CH3:4])[Si:5]([O:6][CH:7]1[CH2:8][CH:9]([OH:22])[CH2:10][CH:11]([O:14][Si:15]([CH3:16])([CH3:17])[C:18]([CH3:19])([CH3:20])[CH3:21])[C:12]1=[CH2:13])([CH3:23])[CH3:24].[CH3:25][CH:26]([CH3:27])[O-:28].[CH3:30][CH:31]([CH3:32])[O-:33].[CH3:34][CH:35]([CH3:36])[O-:37].[CH3:45][c:46]1[cH:47][cH:48][cH:49][cH:50][cH:51]1.[O:38]=[C:39]1[CH2:40][CH2:41][CH2:42][CH2:43][CH2:44]1>>[C:1]([CH3:2])([CH3:3])([CH3:4])[Si:5]([O:6][CH:7]1[CH2:8][C:9](=[O:22])[CH2:10][CH:11]([O:14][Si:15]([CH3:16])([CH3:17])[C:18]([CH3:19])([CH3:20])[CH3:21])[C:12]1=[CH2:13])([CH3:23])[CH3:24]. Reactants: COC(=O)C1=C(NC=2CNCC(C2C1C1=C(C(=C(C(=C1F)F)F)F)F)=O)C (1,4,5,6,7,8-Hexahydro-2-methyl-5-oxo-4-(2,3,4,5,6-pentafluorophenyl)-1,7-naphthyridine-3-carboxylic acid methyl ester), O1CC1COC1=CC=C(C=C1)OC (1,2-epoxy-3-(4-methoxyphenoxy)propane), Cl (hydrogen chloride). Run in CO (methanol). Yields the product COC(=O)C1=C(NC=2CN(CC(C2C1C1=C(C(=C(C(=C1F)F)F)F)F)=O)CC(COC1=CC=C(C=C1)OC)O)C (1,4,5,6,7,8-Hexahydro-7-[3-(4-methoxyphenoxy)-2-hydroxypropyl]-2-methyl-5-oxo-4-(pentafluorophenyl)-1,7-naphthyridine-3-carboxylic acid methyl ester). The yield is 55.1%. Reaction SMILES: [CH3:1][O:2][C:3]([C:5]1[CH:14]([C:15]2[C:20]([F:21])=[C:19]([F:22])[C:18]([F:23])=[C:17]([F:24])[C:16]=2[F:25])[C:13]2[C:12](=[O:26])[CH2:11][NH:10][CH2:9][C:8]=2[NH:7][C:6]=1[CH3:27])=[O:4].[O:28]1[CH:30]([CH2:31][O:32][C:33]2[CH:38]=[CH:37][C:36]([O:39][CH3:40])=[CH:35][CH:34]=2)[CH2:29]1.Cl>CO>[CH3:1][O:2][C:3]([C:5]1[CH:14]([C:15]2[C:16]([F:25])=[C:17]([F:24])[C:18]([F:23])=[C:19]([F:22])[C:20]=2[F:21])[C:13]2[C:12](=[O:26])[CH2:11][N:10]([CH2:29][CH:30]([OH:28])[CH2:31][O:32][C:33]3[CH:38]=[CH:37][C:36]([O:39][CH3:40])=[CH:35][CH:34]=3)[CH2:9][C:8]=2[NH:7][C:6]=1[CH3:27])=[O:4]. Reported procedure: 1,4,5,6,7,8-Hexahydro-2-methyl-5-oxo-4-(2,3,4,5,6-pentafluorophenyl)-1,7-naphthyridine-3-carboxylic acid methyl ester (5.0 g), 2.3 g of 1,2-epoxy-3-(4-methoxyphenoxy)propane and 125 ml of methanol were combined and refluxed for 18 hours. The solution was saturated with hydrogen chloride, then the methanol was evaporated in vacuo. The residue was crystallized from ethyl acetate. Recrystallization from acetonitrile afforded 4 g of the title compound as the hydrochloride, salt, m.p. 222° C. dec.